From a dataset of the Open Reaction Database (ORD), a public repository of structured organic reaction records. describe an organic reaction: reactants, conditions, products, and yield Starting materials: saturated solution, Cl (hydrogen chloride), FC(C=1C=C(C=CC1)N1CCN(CC1)CCCCNC1=NC=CC(=C1)C1=CC=CC=C1)(F)F (2-{4-[4-(3-trifluoromethylphenyl)piperazin-1-yl]butyl}amino-4-phenylpyridine). Run in C(C)OCC (diethyl oxide), CC(=O)C (acetone). Conditions: time 15 minute. Yields the product Cl.Cl.FC(C=1C=C(C=CC1)N1CCN(CC1)CCCCNC1=NC=CC(=C1)C1=CC=CC=C1)(F)F (2-{4-[4-(3-trifluoromethylphenyl)piperazin-1-yl]butyl}amino-4-phenylpyridine dihydrochloride). Reaction SMILES: [ClH:1].[F:2][C:3]([F:34])([F:33])[C:4]1[CH:5]=[C:6]([N:10]2[CH2:15][CH2:14][N:13]([CH2:16][CH2:17][CH2:18][CH2:19][NH:20][C:21]3[CH:26]=[C:25]([C:27]4[CH:32]=[CH:31][CH:30]=[CH:29][CH:28]=4)[CH:24]=[CH:23][N:22]=3)[CH2:12][CH2:11]2)[CH:7]=[CH:8][CH:9]=1>C(OCC)C.CC(C)=O>[ClH:1].[ClH:1].[F:33][C:3]([F:2])([F:34])[C:4]1[CH:5]=[C:6]([N:10]2[CH2:15][CH2:14][N:13]([CH2:16][CH2:17][CH2:18][CH2:19][NH:20][C:21]3[CH:26]=[C:25]([C:27]4[CH:28]=[CH:29][CH:30]=[CH:31][CH:32]=4)[CH:24]=[CH:23][N:22]=3)[CH2:12][CH2:11]2)[CH:7]=[CH:8][CH:9]=1 |f:4.5.6|. Procedure: 0.5 mL of a saturated solution of hydrogen chloride in diethyl oxide is added at ambient temperature to a solution of 0.15 g (0.33 mmol) of 2-{4-[4-(3-trifluoro-methylphenyl)piperazin-1-yl]butyl}amino-4-phenylpyridine (Example 3) in 5 mL of acetone. Precipitation is immediate. The suspension is stirred for 15 minutes, filtered and dried under a vacuum down to a constant mass. In this manner, 0.12 g of 2-{4-[4-(3-trifluoromethylphenyl)piperazin-1-yl]butyl}amino-4-phenylpyridine dihydrochloride ar... The reactants are BrCC1=CC(=C(C=C1)NC1=C(C(=O)OC)C=CC(=C1)Cl)[N+](=O)[O-] (methyl 2-{[4-(bromomethyl)-2-nitrophenyl]amino}-4-chlorobenzoate), N1CCOCC1 (morpholine). Run in C1(=CC=CC=C1)C (toluene). Yields the product ClC1=CC(=C(C(=O)OC)C=C1)NC1=C(C=C(C=C1)CN1CCOCC1)[N+](=O)[O-] (methyl 4-chloro-2-{[4-(morpholin-4-ylmethyl)-2-nitrophenyl]amino}benzoate). Isolated yield 93.6%. As a reaction SMILES: Br[CH2:2][C:3]1[CH:8]=[CH:7][C:6]([NH:9][C:10]2[CH:19]=[C:18]([Cl:20])[CH:17]=[CH:16][C:11]=2[C:12]([O:14][CH3:15])=[O:13])=[C:5]([N+:21]([O-:23])=[O:22])[CH:4]=1.[NH:24]1[CH2:29][CH2:28][O:27][CH2:26][CH2:25]1>C1(C)C=CC=CC=1>[Cl:20][C:18]1[CH:17]=[CH:16][C:11]([C:12]([O:14][CH3:15])=[O:13])=[C:10]([NH:9][C:6]2[CH:7]=[CH:8][C:3]([CH2:2][N:24]3[CH2:29][CH2:28][O:27][CH2:26][CH2:25]3)=[CH:4][C:5]=2[N+:21]([O-:23])=[O:22])[CH:19]=1. Procedure: A mixture of Example 570A (80 mg, 0.2 mmol) and morpholine (35 mg, 0.4 mmol) in 4 mL of toluene was heated under reflux for two hours. After the reaction mixture was cooled to room temperature, it was loaded onto silica gel for purification that yielded 76 mg of the desired product (94%). MS (DCI) m/e 406 (M+H)+; 1H NMR (300 MHz, DMSO-d6) □ 10.61 (s, 1H), 8.04 (d, J=1.87 Hz, 1H), 7.95 (d, J=8.73 Hz, 1H,) 7.65-7.66 (m, 1H), 7.61 (dd, J=8.73, 1.87 Hz, 1H), 7.46 (d, J=1.87 Hz, 1H), 7.10 (dd, J=8.58...